This data is from the Open Reaction Database (ORD), a public repository of structured organic reaction records. The task is: describe an organic reaction: reactants, conditions, products, and yield The reactants are O=C(CBr)c1ccc(Cl)cc1, CC#N, CC(C)c1ccncc1. Yields the product [Br-], CC(C)c1cc[n+](CC(=O)c2ccc(Cl)cc2)cc1. Reaction SMILES: [Br:10][CH2:11][C:12](=[O:13])[c:14]1[cH:15][cH:16][c:17]([Cl:20])[cH:18][cH:19]1.[CH3:21][C:22]#[N:23].[CH:1]([CH3:2])([CH3:3])[c:4]1[cH:5][cH:6][n:7][cH:8][cH:9]1>>[Br-:10].[CH:1]([CH3:2])([CH3:3])[c:4]1[cH:5][cH:6][n+:7]([CH2:11][C:12](=[O:13])[c:14]2[cH:15][cH:16][c:17]([Cl:20])[cH:18][cH:19]2)[cH:8][cH:9]1. The reactants are C(C)OC1=CC=C(C(=N1)C#N)[N+](=O)[O-] (6-Ethoxy-3-nitropicolinonitrile). The reagents and catalysts are [Fe] (iron). Run in Cl (hydrochloric acid), CO (methanol). Conditions: time 1 hour. Yields the product NC=1C(=NC(=CC1)OCC)C#N (3-Amino-6-ethoxypicolinonitrile). Yield: 81.0%. As a reaction SMILES: [CH2:1]([O:3][C:4]1[N:9]=[C:8]([C:10]#[N:11])[C:7]([N+:12]([O-])=O)=[CH:6][CH:5]=1)[CH3:2]>Cl.CO.[Fe]>[NH2:12][C:7]1[C:8]([C:10]#[N:11])=[N:9][C:4]([O:3][CH2:1][CH3:2])=[CH:5][CH:6]=1. Reported procedure: To a suspension of the compound prepared in Example 280 (0.672 g) in hydrochloric acid (2.3 mL) and methanol (7 mL) was added portionwise iron (0.680 g) slowly. After addition was complete, the mixture was stirred at room temperature for 1 hour. The mixture was evaporated in vacuo, diluted with dichloromethane, filtered, and purified by column chromatography on silica gel (5-70% ethyl acetate in hexane) to obtain the title compound (0.460 g) having the following physical data. Reactants: [Br-], CC(C)(C)OC(=O)N1CCN(c2ccc(C#N)cn2)CC1, C[Mg+], [Cl-], [NH4+], C1CCOC1. Product: CC(N)c1ccc(N2CCN(C(=O)OC(C)(C)C)CC2)nc1. Reaction SMILES: [Br-:22].[C:1]([CH3:2])([CH3:3])([CH3:4])[O:5][C:6](=[O:7])[N:8]1[CH2:9][CH2:10][N:11]([c:14]2[n:15][cH:16][c:17]([C:20]#[N:21])[cH:18][cH:19]2)[CH2:12][CH2:13]1.[CH3:23][Mg+:24].[Cl-:25].[NH4+:26].[O:27]1[CH2:28][CH2:29][CH2:30][CH2:31]1>>[C:1]([CH3:2])([CH3:3])([CH3:4])[O:5][C:6](=[O:7])[N:8]1[CH2:9][CH2:10][N:11]([c:14]2[n:15][cH:16][c:17]([CH:20]([NH2:21])[CH3:23])[cH:18][cH:19]2)[CH2:12][CH2:13]1. Reaction SMILES: [CH2:25]1[O:26][CH2:27][CH2:28][CH2:29]1.[CH3:31][CH2:32][O:33][C:34]([CH3:35])=[O:36].[Cl:1][c:2]1[c:3]2[n:4]([cH:5][cH:6][n:7]1)[c:8]([CH:12]1[CH2:13][C:14]([OH:16])([CH2:17][OH:18])[CH2:15]1)[n:9][c:10]2[I:11].[I+3:19]([O-:20])([O-:21])([O-:22])[O-:23].[Na+:24].[OH2:30]>>[Cl:1][c:2]1[c:3]2[n:4]([cH:5][cH:6][n:7]1)[c:8]([CH:12]1[CH2:13][C:14](=[O:16])[CH2:15]1)[n:9][c:10]2[I:11]. The reactants are C1CCOC1, CCOC(C)=O, OCC1(O)CC(c2nc(I)c3c(Cl)nccn23)C1, [O-][I+3]([O-])([O-])[O-], [Na+], O. Yields the product O=C1CC(c2nc(I)c3c(Cl)nccn23)C1. The reactants are NC[C@@H]1[C@H]2C[C@H]2CN1C(=O)C=1N=C(SC1C=1C=C(C=CC1)C)C (((1S,2S,5R)-2-Aminomethyl-3-aza-bicyclo[3.1.0]hex-3-yl)-(2-methyl-5-m-tolyl-thiazol-4-yl)-methanone), ClC1=C(C(=O)O)C=CC(=C1)Cl (2,4-Dichloro-benzoic acid). The product is ClC1=C(C(=O)NC[C@@H]2[C@H]3C[C@H]3CN2C(=O)C=2N=C(SC2C=2C=C(C=CC2)C)C)C=CC(=C1)Cl (2,4-Dichloro-N-[(1S,2S,5R)-3-(2-methyl-5-m-tolyl-thiazole-4-carbonyl)-3-aza-bicyclo[3.1.0]hex-2-ylmethyl]-benzamide). Reaction SMILES: [NH2:1][CH2:2][C@H:3]1[N:8]([C:9]([C:11]2[N:12]=[C:13]([CH3:23])[S:14][C:15]=2[C:16]2[CH:17]=[C:18]([CH3:22])[CH:19]=[CH:20][CH:21]=2)=[O:10])[CH2:7][C@H:6]2[C@@H:4]1[CH2:5]2.[Cl:24][C:25]1[CH:33]=[C:32]([Cl:34])[CH:31]=[CH:30][C:26]=1[C:27](O)=[O:28]>>[Cl:24][C:25]1[CH:33]=[C:32]([Cl:34])[CH:31]=[CH:30][C:26]=1[C:27]([NH:1][CH2:2][C@H:3]1[N:8]([C:9]([C:11]2[N:12]=[C:13]([CH3:23])[S:14][C:15]=2[C:16]2[CH:17]=[C:18]([CH3:22])[CH:19]=[CH:20][CH:21]=2)=[O:10])[CH2:7][C@H:6]2[C@@H:4]1[CH2:5]2)=[O:28]. Procedure: prepared by reaction of ((1S,2S,5R)-2-Aminomethyl-3-aza-bicyclo[3.1.0]hex-3-yl)-(2-methyl-5-m-tolyl-thiazol-4-yl)-methanone with 2,4-Dichloro-benzoic acid. The reactants are N([C@@H](CCC(OC(C)(C)C)=O)C(=O)O)C(=O)OCC1=CC=CC=C1 (Z-(L)Glu(OtBu)-OH), C=1C=CC2=C(C1)N=NN2O (HOBT), CCN=C=NCCCN(C)C (EDCI), C(C)OC(=O)N1CCNCC1 (1-ethoxycarbonylpiperazine), C(=O)(O)[O-].[Na+] (NaHCO3). The solvent is C(Cl)Cl.C1CCOC1 (DCM THF), CC(OCC)=O (EA). Conditions: time 15 minute. Product: C(C)OC(=O)N1CCN(CC1)C([C@H](CCC(=O)OC(C)(C)C)NC(=O)OCC1=CC=CC=C1)=O (4-((S)-2-benzyloxycarbonylamino-4-tert-butoxycarbonyl-butyryl)-piperazine-1-carboxylic acid ethyl ester). Isolated yield 98.9%. As a reaction SMILES: [NH:1]([C:15]([O:17][CH2:18][C:19]1[CH:24]=[CH:23][CH:22]=[CH:21][CH:20]=1)=[O:16])[C@H:2]([C:12]([OH:14])=O)[CH2:3][CH2:4][C:5](=[O:11])[O:6][C:7]([CH3:10])([CH3:9])[CH3:8].C1C=CC2N(O)N=NC=2C=1.CCN=C=NCCCN(C)C.[CH2:46]([O:48][C:49]([N:51]1[CH2:56][CH2:55][NH:54][CH2:53][CH2:52]1)=[O:50])[CH3:47].C([O-])(O)=O.[Na+]>C(Cl)Cl.C1COCC1.CC(=O)OCC>[CH2:46]([O:48][C:49]([N:51]1[CH2:52][CH2:53][N:54]([C:12](=[O:14])[C@@H:2]([NH:1][C:15]([O:17][CH2:18][C:19]2[CH:24]=[CH:23][CH:22]=[CH:21][CH:20]=2)=[O:16])[CH2:3][CH2:4][C:5]([O:6][C:7]([CH3:8])([CH3:9])[CH3:10])=[O:11])[CH2:55][CH2:56]1)=[O:50])[CH3:47] |f:4.5,6.7|. Procedure: To a solution of Z-(L)Glu(OtBu)-OH (5 g) in DCM/THF (1:1, 42 ml) were added at RT HOBT (2.5 g) and EDCI (3.1 g). After 15 min stirring at RT, 1-ethoxycarbonylpiperazine (2.6 g) was added and the stirring was continued at RT overnight. 150 ml of EA and 60 ml of a NaHCO3 solution were added to the reaction mixture and the phases were separated. The org. phase was washed with an aq. NaHSO4 (1M) solution and with brine, dried over Na2SO4 and evaporated off. After HV drying, 7 g of the desired compou... The reactants are ClC=1C=CC(=C(C1)C1=NN2C(C(N1)=O)=CC=C2)F (2-(5-Chloro-2-fluoro-phenyl)-3H-pyrrolo[2,1-f][1,2,4]triazin-4-one), P(=O)(Cl)(Cl)Cl (phosphorous oxychloride), CN(C1=CC=CC=C1)C (N,N-dimethylaniline). Conditions: temperature 110 celsius. The product is ClC1=NC(=NN2C1=CC=C2)C2=C(C=CC(=C2)Cl)F (4-Chloro-2-(5-chloro-2-fluoro-phenyl)-pyrrolo[2,1-f][1,2,4]triazine). Yield: 56.0%. RXN SMILES: [Cl:1][C:2]1[CH:3]=[CH:4][C:5]([F:18])=[C:6]([C:8]2[NH:13][C:12](=O)[C:11]3=[CH:15][CH:16]=[CH:17][N:10]3[N:9]=2)[CH:7]=1.P(Cl)(Cl)([Cl:21])=O.CN(C)C1C=CC=CC=1>>[Cl:21][C:12]1[C:11]2=[CH:15][CH:16]=[CH:17][N:10]2[N:9]=[C:8]([C:6]2[CH:7]=[C:2]([Cl:1])[CH:3]=[CH:4][C:5]=2[F:18])[N:13]=1. Reported procedure: 2-(5-Chloro-2-fluoro-phenyl)-3H-pyrrolo[2,1-f][1,2,4]triazin-4-one (60 mg, 0.228 mmole) was added to phosphorous oxychloride (1 ml). 57 microliters N,N-dimethylaniline (catalyst) were added and heated to 110° C. overnight. The excess phosphorous oxychloride was removed under vacuum, and the residue was treated with ice, and the product extracted with chloroform. The chloroform extract was dried over sodium sulfate (anh.) and the solvent was removed to give crude product. The product was purified... The reactants are CC(C)(C)P, O=S1(=O)OCc2ccccc2CO1, C1CCOC1, [Li]CCCC, OO. Yields the product CC(C)(C)P1(=O)Cc2ccccc2C1. RXN SMILES: [C:1]([CH3:2])([CH3:3])([CH3:4])[PH2:5].[CH2:11]1[c:17]2[c:16]([cH:21][cH:20][cH:19][cH:18]2)[CH2:15][O:12][S:13](=[O:14])(=[O:22])[O:23]1.[CH2:26]1[O:27][CH2:28][CH2:29][CH2:30]1.[CH3:6][CH2:7][CH2:8][CH2:9][Li:10].[OH:24][OH:25]>>[C:1]([CH3:2])([CH3:3])([CH3:4])[P:5]1(=[O:24])[CH2:11][c:17]2[c:16]([cH:21][cH:20][cH:19][cH:18]2)[CH2:15]1. The reactants are C(=O)NNC1=C(C=C(C=C1)N)OC (1-formyl-2-(4-amino-2-methoxyphenyl)hydrazine), C1(CCCCC1)N=C=S (cyclohexyl isothiocyanate). Yields the product C1(CCCCC1)NC(NC1=CC(=C(C=C1)NNC=O)OC)=S (3-cyclohexyl-1-[4-(2-formylhydrazino)-3-methoxyphenyl]thiourea). As a reaction SMILES: [CH:1]([NH:3][NH:4][C:5]1[CH:10]=[CH:9][C:8]([NH2:11])=[CH:7][C:6]=1[O:12][CH3:13])=[O:2].[CH:14]1([N:20]=[C:21]=[S:22])[CH2:19][CH2:18][CH2:17][CH2:16][CH2:15]1>>[CH:14]1([NH:20][C:21](=[S:22])[NH:11][C:8]2[CH:9]=[CH:10][C:5]([NH:4][NH:3][CH:1]=[O:2])=[C:6]([O:12][CH3:13])[CH:7]=2)[CH2:19][CH2:18][CH2:17][CH2:16][CH2:15]1. Procedure details: Procedure (11.) was employed with 1-formyl-2-(4-amino-2-methoxyphenyl)hydrazine (1.2 g, 0.0066 mole) and cyclohexyl isothiocyanate (0.93 g, 0.0066 mole). Yield 0.50 g (24%), m.p. 131°-133° C. The reactants are CC(=O)Cl, Nc1n[nH]c2cc(Cl)ccc12, c1ccncc1. The product is CC(=O)Nc1n[nH]c2cc(Cl)ccc12. Reaction SMILES: [CH3:1][C:2]([Cl:3])=[O:4].[Cl:5][c:6]1[cH:7][cH:8][c:9]2[c:10]([NH2:15])[n:11][nH:12][c:13]2[cH:14]1.[cH:16]1[cH:17][cH:18][n:19][cH:20][cH:21]1>>[CH3:1][C:2](=[O:4])[NH:15][c:10]1[c:9]2[cH:8][cH:7][c:6]([Cl:5])[cH:14][c:13]2[nH:12][n:11]1.